From a dataset of the Open Reaction Database (ORD), a public repository of structured organic reaction records. describe an organic reaction: reactants, conditions, products, and yield Starting materials: C(C)OC(CCN(CCC(=O)OCC)C1=CC(=CC(=C1)C(=O)NCCCCCCCCCC)C(=O)NCCCCCCCCCC)=O (3-[[3,5-bis[(decylamino)carbonyl]phenyl](3-ethoxy-3-oxopropyl)amino]propanoic acid ethyl ester), [OH-].[Na+] (NaOH). Solvent: CO (methanol). Product: C(=O)(O)CCC1=C(C=C(C=C1C(=O)NCCCCCCCCCC)C(=O)NCCCCCCCCCC)NCCC(=O)O (3-[[(2-carboxyethyl)-3,5-bis[(decylamino)carbonyl]phenyl]amino]propanoicacid). Yield: 123.0%. Reaction SMILES: C([O:3][C:4](=[O:47])[CH2:5][CH2:6][N:7]([C:15]1[CH:20]=[C:19]([C:21]([NH:23][CH2:24][CH2:25][CH2:26][CH2:27][CH2:28][CH2:29][CH2:30][CH2:31][CH2:32][CH3:33])=[O:22])[CH:18]=[C:17]([C:34]([NH:36][CH2:37][CH2:38][CH2:39][CH2:40][CH2:41][CH2:42][CH2:43][CH2:44][CH2:45][CH3:46])=[O:35])[CH:16]=1)CCC(OCC)=O)C.[OH-:48].[Na+]>CO>[C:4]([CH2:5][CH2:6][C:16]1[C:17]([C:34]([NH:36][CH2:37][CH2:38][CH2:39][CH2:40][CH2:41][CH2:42][CH2:43][CH2:44][CH2:45][CH3:46])=[O:35])=[CH:18][C:19]([C:21]([NH:23][CH2:24][CH2:25][CH2:26][CH2:27][CH2:28][CH2:29][CH2:30][CH2:31][CH2:32][CH3:33])=[O:22])=[CH:20][C:15]=1[NH:7][CH2:6][CH2:5][C:4]([OH:3])=[O:47])([OH:3])=[O:48] |f:1.2|. Procedure details: A solution of 0.23 g (0.35 mmol) of 3-[[3,5-bis[(decylamino)carbonyl]phenyl](3-ethoxy-3-oxopropyl)amino]propanoic acid ethyl ester and 1.4 ml (1.4 mmol) of 1N NaOH in 10 ml of methanol was stirred at room temperature for 16 hours. The solvent was removed at reduced pressure, the residue was dissolved in water and acidified with 0.2 ml of acetic acid. The precipitate was filtered and recrystallized from acetone-hexane to give 0.13 g (60% yield, mp 139°-141°)of 3-[[(2-carboxyethyl)-3,5-bis[(decyla... Reactants: CC(C)(C)[Si](OCCSCCO)(c1ccccc1)c1ccccc1, CCCCP(=CC#N)(CCCC)CCCC, CCOC(C)=O, Cc1ccccc1, O=S(=O)(Cc1cc(F)ccc1F)c1ccc(Cl)cc1. Yields the product CC(C)(C)[Si](OCCSCCC(c1cc(F)ccc1F)S(=O)(=O)c1ccc(Cl)cc1)(c1ccccc1)c1ccccc1. RXN SMILES: [C:20]([CH3:21])([CH3:22])([CH3:23])[Si:24]([O:25][CH2:26][CH2:27][S:28][CH2:29][CH2:30][OH:31])([c:32]1[cH:33][cH:34][cH:35][cH:36][cH:37]1)[c:38]1[cH:39][cH:40][cH:41][cH:42][cH:43]1.[C:44]([CH:45]=[P:46]([CH2:47][CH2:48][CH2:49][CH3:50])([CH2:51][CH2:52][CH2:53][CH3:54])[CH2:55][CH2:56][CH2:57][CH3:58])#[N:59].[CH3:60][CH2:61][O:62][C:63](=[O:64])[CH3:65].[CH3:66][c:67]1[cH:68][cH:69][cH:70][cH:71][cH:72]1.[Cl:1][c:2]1[cH:3][cH:4][c:5]([S:8](=[O:9])(=[O:10])[CH2:11][c:12]2[c:13]([F:19])[cH:14][cH:15][c:16]([F:18])[cH:17]2)[cH:6][cH:7]1>>[Cl:1][c:2]1[cH:3][cH:4][c:5]([S:8](=[O:9])(=[O:10])[CH:11]([c:12]2[c:13]([F:19])[cH:14][cH:15][c:16]([F:18])[cH:17]2)[CH2:30][CH2:29][S:28][CH2:27][CH2:26][O:25][Si:24]([C:20]([CH3:21])([CH3:22])[CH3:23])([c:32]2[cH:33][cH:34][cH:35][cH:36][cH:37]2)[c:38]2[cH:39][cH:40][cH:41][cH:42][cH:43]2)[cH:6][cH:7]1. Starting materials: CN1CCN2c3c(cccc31)C1CCN(C(=O)OC(C)(C)C)CCC12, ClCCl, O=C(O)C(F)(F)F, [Na+], [OH-]. Product: CN1CCN2c3c(cccc31)C1CCNCCC12. Reaction SMILES: [CH3:1][N:2]1[CH2:3][CH2:4][N:5]2[c:6]3[c:7]([cH:8][cH:9][cH:10][c:11]31)[CH:12]1[CH:13]2[CH2:14][CH2:15][N:16]([C:19]([O:20][C:21]([CH3:22])([CH3:23])[CH3:24])=[O:25])[CH2:17][CH2:18]1.[Cl:35][CH2:36][Cl:37].[F:28][C:29]([F:30])([F:31])[C:32]([OH:33])=[O:34].[Na+:27].[OH-:26]>>[CH3:1][N:2]1[CH2:3][CH2:4][N:5]2[c:6]3[c:7]([cH:8][cH:9][cH:10][c:11]31)[CH:12]1[CH:13]2[CH2:14][CH2:15][NH:16][CH2:17][CH2:18]1. The reactants are C[O-], CO, O=C(NS(=O)(=O)c1c(Cl)cccc1Cl)c1csc(Br)n1, [Na+]. Yields the product COc1nc(C(=O)NS(=O)(=O)c2c(Cl)cccc2Cl)cs1. As a reaction SMILES: [CH3:21][O-:22].[CH3:24][OH:25].[Cl:1][c:2]1[c:3]([S:9](=[O:10])(=[O:11])[NH:12][C:13](=[O:14])[c:15]2[n:16][c:17]([Br:20])[s:18][cH:19]2)[c:4]([Cl:8])[cH:5][cH:6][cH:7]1.[Na+:23]>>[Cl:1][c:2]1[c:3]([S:9](=[O:10])(=[O:11])[NH:12][C:13](=[O:14])[c:15]2[n:16][c:17]([O:22][CH3:21])[s:18][cH:19]2)[c:4]([Cl:8])[cH:5][cH:6][cH:7]1. The reactants are C=CCC(C)C(O)CC(=O)C(C)(C)C(OC(C)C)OC(C)C, [Cl-], O=C(Cl)OCC(Cl)(Cl)Cl, ClCCl, [Na+], c1ccncc1. The product is C=CCC(C)C(CC(=O)C(C)(C)C(OC(C)C)OC(C)C)OC(=O)OCC(Cl)(Cl)Cl. Reaction SMILES: [CH:16]([CH3:17])([CH3:18])[O:19][CH:20]([C:21]([C:22]([CH2:23][CH:24]([CH:25]([CH2:26][CH:27]=[CH2:28])[CH3:29])[OH:30])=[O:31])([CH3:32])[CH3:33])[O:34][CH:35]([CH3:36])[CH3:37].[Cl-:38].[Cl:1][C:2](=[O:3])[O:4][CH2:5][C:6]([Cl:7])([Cl:8])[Cl:9].[Cl:40][CH2:41][Cl:42].[Na+:39].[cH:10]1[cH:11][cH:12][n:13][cH:14][cH:15]1>>[C:2](=[O:3])([O:4][CH2:5][C:6]([Cl:7])([Cl:8])[Cl:9])[O:30][CH:24]([CH2:23][C:22]([C:21]([CH:20]([O:19][CH:16]([CH3:17])[CH3:18])[O:34][CH:35]([CH3:36])[CH3:37])([CH3:32])[CH3:33])=[O:31])[CH:25]([CH2:26][CH:27]=[CH2:28])[CH3:29]. The reactants are BrC=1C=2N(C=CC1)N=C(N2)Cl (8-bromo-2-chloro-[1,2,4]triazolo[1,5-a]pyridine), FC1=CC=C(C=C1)N1N=CC(=C1)B(O)O (1-(4-fluorophenyl)pyrazole-4-boronic acid), Example 2c. Product: FC1=CC=C(C=C1)N1N=CC(=C1)C1=NN2C(C=CC=C2)=N1 ([1-(4-fluoro-phenyl)1H-pyrazol-4-yl]-[1,2,4]triazolo[1,5-a]pyridine). As a reaction SMILES: Br[C:2]1[C:3]2[N:4]([N:8]=[C:9](Cl)[N:10]=2)[CH:5]=[CH:6][CH:7]=1.[F:12][C:13]1[CH:18]=[CH:17][C:16]([N:19]2[CH:23]=[C:22](B(O)O)[CH:21]=[N:20]2)=[CH:15][CH:14]=1>>[F:12][C:13]1[CH:14]=[CH:15][C:16]([N:19]2[CH:23]=[C:22]([C:9]3[N:10]=[C:3]4[CH:2]=[CH:7][CH:6]=[CH:5][N:4]4[N:8]=3)[CH:21]=[N:20]2)=[CH:17][CH:18]=1. Procedure details: 2-Chloro-8-([1-(4-fluoro-phenyl)1H-pyrazol-4-yl]-[1,2,4]triazolo[1,5-a]pyridine was prepared from 8-bromo-2-chloro-[1,2,4]triazolo[1,5-a]pyridine and 1-(4-fluorophenyl)pyrazole-4-boronic acid in a manner analogous to Example 2c (0.45 g, 67%). Reactants: c1ccc(CSc2ccccn2)cc1, CC(C)=O, O=[N+]([O-])c1ccc(CBr)cc1. The product is [Br-], O=[N+]([O-])c1ccc(C[n+]2ccccc2SCc2ccccc2)cc1. RXN SMILES: [CH2:12]([c:13]1[cH:14][cH:15][cH:16][cH:17][cH:18]1)[S:19][c:20]1[n:21][cH:22][cH:23][cH:24][cH:25]1.[CH3:26][C:27](=[O:28])[CH3:29].[O-:1][N+:2](=[O:3])[c:4]1[cH:5][cH:6][c:7]([CH2:8][Br:9])[cH:10][cH:11]1>>[Br-:9].[O-:1][N+:2](=[O:3])[c:4]1[cH:5][cH:6][c:7]([CH2:8][n+:21]2[c:20]([S:19][CH2:12][c:13]3[cH:14][cH:15][cH:16][cH:17][cH:18]3)[cH:25][cH:24][cH:23][cH:22]2)[cH:10][cH:11]1. Starting materials: CC#N, Clc1nc(C(Cl)(c2ccccc2)c2ccccc2)nc(Cl)c1Cl, c1c[nH]cn1. The product is Clc1nc(C(c2ccccc2)(c2ccccc2)n2ccnc2)nc(Cl)c1Cl. As a reaction SMILES: [CH3:29][C:30]#[N:31].[c:1]1([C:7]([Cl:8])([c:9]2[n:10][c:11]([Cl:17])[c:12]([Cl:16])[c:13]([Cl:15])[n:14]2)[c:18]2[cH:19][cH:20][cH:21][cH:22][cH:23]2)[cH:2][cH:3][cH:4][cH:5][cH:6]1.[nH:24]1[cH:25][n:26][cH:27][cH:28]1>>[c:1]1([C:7]([c:9]2[n:10][c:11]([Cl:17])[c:12]([Cl:16])[c:13]([Cl:15])[n:14]2)([c:18]2[cH:19][cH:20][cH:21][cH:22][cH:23]2)[n:24]2[cH:25][n:26][cH:27][cH:28]2)[cH:2][cH:3][cH:4][cH:5][cH:6]1. Starting materials: COC=1C=C2C(=CN(C2=CC1)C)C1=CC=2C(=NC=CC2)N1 (2-(5-methoxy-1-methyl-1H-indol-3-yl)-1H-pyrrolo[2,3-b]pyridine), C[Mg]Br (methyl magnesium bromide), F[B-](F)(F)F.F[B-](F)(F)F.ClC[N+]12CC[N+](CC1)(CC2)F (1-chloromethyl-4-fluoro-1,4-diazoniabicyclo[2,2,2]octane bis(tetrafluoroborate)). Solvent: O1CCCC1 (tetrahydrofuran). Run at temperature 0 celsius, time 20 minute. Product: FC1=C(NC2=NC=CC=C21)C2=CN(C1=CC=C(C=C21)OC)C (3-Fluoro-2-(5-methoxy-1-methyl-1H-indol-3-yl)-1H-pyrrolo[2,3-b]pyridine). Yield: 53.5%. As a reaction SMILES: [CH3:1][O:2][C:3]1[CH:4]=[C:5]2[C:9](=[CH:10][CH:11]=1)[N:8]([CH3:12])[CH:7]=[C:6]2[C:13]1[NH:21][C:16]2=[N:17][CH:18]=[CH:19][CH:20]=[C:15]2[CH:14]=1.C[Mg]Br.[F:25][B-](F)(F)F.F[B-](F)(F)F.ClC[N+]12CC[N+](F)(CC1)CC2>O1CCCC1>[F:25][C:14]1[C:15]2[C:16](=[N:17][CH:18]=[CH:19][CH:20]=2)[NH:21][C:13]=1[C:6]1[C:5]2[C:9](=[CH:10][CH:11]=[C:3]([O:2][CH3:1])[CH:4]=2)[N:8]([CH3:12])[CH:7]=1 |f:2.3.4|. Reported procedure: A solution of 2-(5-methoxy-1-methyl-1H-indol-3-yl)-1H-pyrrolo[2,3-b]pyridine [0.1 g, Example 17(a)] in dry tetrahydrofuran (4 mL), at 0° C., was treated with methyl magnesium bromide (0.042 mL) and after stirring for a further 20 minutes at 0° C. this mixture was treated with 1-chloromethyl-4-fluoro-1,4-diazoniabicyclo[2,2,2]octane bis(tetrafluoroborate) (0.13 g). The reaction mixture was stirred at room temperature for 4 hours, then stood at room temperature overnight, then heated at 40° C. for...